Dataset: the Open Reaction Database (ORD), a public repository of structured organic reaction records. Task: describe an organic reaction: reactants, conditions, products, and yield The reactants are C(C)(C)(C)C1=NN(C(=C1)NC1=C(C(=O)O)C=CC(=C1)F)C1=C(C=CC=C1)C (2-{[3-tert-butyl-1-(2-methylphenyl)-1H-pyrazol-5-yl]amino}-4-fluorobenzoic acid), [Li]N(C)C (LiNMe2). Run in C1CCOC1 (THF). Run at time 30 minute. Product: C(C)(C)(C)C1=NN(C(=C1)NC1=C(C(=O)O)C=CC(=C1)N(C)C)C1=C(C=CC=C1)C (2-{[3-tert-butyl-1-(2-methylphenyl)-1H-pyrazol-5-yl]amino}-4-(dimethylamino)benzoic acid). The yield is 15.0%. Reaction SMILES: [C:1]([C:5]1[CH:9]=[C:8]([NH:10][C:11]2[CH:19]=[C:18](F)[CH:17]=[CH:16][C:12]=2[C:13]([OH:15])=[O:14])[N:7]([C:21]2[CH:26]=[CH:25][CH:24]=[CH:23][C:22]=2[CH3:27])[N:6]=1)([CH3:4])([CH3:3])[CH3:2].[Li][N:29]([CH3:31])[CH3:30]>C1COCC1>[C:1]([C:5]1[CH:9]=[C:8]([NH:10][C:11]2[CH:19]=[C:18]([N:29]([CH3:31])[CH3:30])[CH:17]=[CH:16][C:12]=2[C:13]([OH:15])=[O:14])[N:7]([C:21]2[CH:26]=[CH:25][CH:24]=[CH:23][C:22]=2[CH3:27])[N:6]=1)([CH3:4])([CH3:3])[CH3:2]. Procedure: To a solution of 2-{[3-tert-butyl-1-(2-methylphenyl)-1H-pyrazol-5-yl]amino}-4-fluorobenzoic acid (Example 248, 35 mg, 0.09 mmol) in THF (1 mL) at −40° C. was added LiNMe2 (0.19 mL, 1 M in hexanes) under nitrogen. The mixture was then stirred at this temperature for 30 min, and then gradually warmed to rt over a 4 h period. The pH of the solution was adjusted to pH 5, and the mixture was extracted with ethyl acetate. The organic layer was washed with brine, dried over Na2SO4, and concentrated und... Starting materials: Cl (hydrochloric acid), C(C)(C)(C)OC(CC1(CC(=NO1)C1=C(C=CC(=C1)O)CCC(=O)O)CC(OC(C)(C)C)=O)=O (3-(2-(5,5-bis(2-tert-butoxy-2-oxoethyl)-4,5-dihydro-1,2-oxazol-3-yl)-4-hydroxyphenyl)propanoic acid), BrCC1=CC=CC=C1 ((bromomethyl)benzene), C(C)(C)N(C(C)C)CC (N,N-diisopropylethylamine). Solvent: CN(C)C=O (DMF). Conditions: time 8 hour. Product: C(C)(C)(C)OC(CC1(CC(=NO1)C1=C(C=CC(=C1)O)CCC(=O)OCC1=CC=CC=C1)CC(OC(C)(C)C)=O)=O (Benzyl 3-(2-(5,5-bis(2-tert-butoxy-2-oxoethyl)-4,5-dihydro-1,2-oxazol-3-yl)-4-hydroxyphenyl)propanoate). As a reaction SMILES: [C:1]([O:5][C:6](=[O:33])[CH2:7][C:8]1([CH2:25][C:26](=[O:32])[O:27][C:28]([CH3:31])([CH3:30])[CH3:29])[O:12][N:11]=[C:10]([C:13]2[CH:18]=[C:17]([OH:19])[CH:16]=[CH:15][C:14]=2[CH2:20][CH2:21][C:22]([OH:24])=[O:23])[CH2:9]1)([CH3:4])([CH3:3])[CH3:2].Br[CH2:35][C:36]1[CH:41]=[CH:40][CH:39]=[CH:38][CH:37]=1.C(N(CC)C(C)C)(C)C.Cl>CN(C=O)C>[C:28]([O:27][C:26](=[O:32])[CH2:25][C:8]1([CH2:7][C:6](=[O:33])[O:5][C:1]([CH3:3])([CH3:2])[CH3:4])[O:12][N:11]=[C:10]([C:13]2[CH:18]=[C:17]([OH:19])[CH:16]=[CH:15][C:14]=2[CH2:20][CH2:21][C:22]([O:24][CH2:35][C:36]2[CH:41]=[CH:40][CH:39]=[CH:38][CH:37]=2)=[O:23])[CH2:9]1)([CH3:31])([CH3:30])[CH3:29]. Procedure details: A mixture of 3-(2-(5,5-bis(2-tert-butoxy-2-oxoethyl)-4,5-dihydro-1,2-oxazol-3-yl)-4-hydroxyphenyl)propanoic acid (413 mg), (bromomethyl)benzene (0.117 mL), N,N-diisopropylethylamine (0.342 mL), and DMF (4 mL) was stirred overnight at room temperature. To the reaction mixture, 0.1 M hydrochloric acid was added, followed by extraction with ethyl acetate. The extract was washed with brine and dried over anhydrous magnesium sulfate, and then, the solvent was distilled off under reduced pressure. The...